Dataset: the Open Reaction Database (ORD), a public repository of structured organic reaction records. Task: describe an organic reaction: reactants, conditions, products, and yield Reactants: BrCC(=O)OC (methyl 2-bromoacetate), C(=O)([O-])[O-].[K+].[K+] (K2CO3), BrCC(=O)OC (methyl 2-bromoacetate), Cl.N[C@H]1CCC2=C(C=CC=C12)C1=NN=C(S1)C=1C=CC(=C(C#N)C1)OC(C)C ((S)-5-(5-(1-amino-2,3-dihydro-1H-inden-4-yl)-1,3,4-thiadiazol-2-yl)-2-isopropoxybenzonitrile hydrochloride). Solvent: CC#N (CH3CN). Reaction conditions: temperature 80 celsius, time 12 hour. Yields the product C(#N)C=1C=C(C=CC1OC(C)C)C1=NN=C(S1)C1=C2CC[C@@H](C2=CC=C1)NCC(=O)OC ((S)-methyl 2-((4-(5-(3-cyano-4-isopropoxyphenyl)-1,3,4-thiadiazol-2-yl)-2,3-dihydro-1H-inden-1-yl)amino)acetate). Yield: 90.4%. As a reaction SMILES: Cl.[NH2:2][C@@H:3]1[C:11]2[C:6](=[C:7]([C:12]3[S:16][C:15]([C:17]4[CH:18]=[CH:19][C:20]([O:25][CH:26]([CH3:28])[CH3:27])=[C:21]([CH:24]=4)[C:22]#[N:23])=[N:14][N:13]=3)[CH:8]=[CH:9][CH:10]=2)[CH2:5][CH2:4]1.C([O-])([O-])=O.[K+].[K+].Br[CH2:36][C:37]([O:39][CH3:40])=[O:38]>CC#N>[C:22]([C:21]1[CH:24]=[C:17]([C:15]2[S:16][C:12]([C:7]3[CH:8]=[CH:9][CH:10]=[C:11]4[C:6]=3[CH2:5][CH2:4][C@@H:3]4[NH:2][CH2:36][C:37]([O:39][CH3:40])=[O:38])=[N:13][N:14]=2)[CH:18]=[CH:19][C:20]=1[O:25][CH:26]([CH3:28])[CH3:27])#[N:23] |f:0.1,2.3.4|. Procedure: Prepared using General Procedure 9. To a suspension of (S)-5-(5-(1-amino-2,3-dihydro-1H-inden-4-yl)-1,3,4-thiadiazol-2-yl)-2-isopropoxybenzonitrile hydrochloride 4 (150 mg, 0.36 mmol) in CH3CN (5 mL) was added K2CO3 (150.9 mg, 1.09 mmol) and methyl 2-bromoacetate (67 mg, 0.43 mmol). The suspension was stirred at 80° C. After 6 h more methyl 2-bromoacetate (6.7 mg, 0.043 mmol) was added and heating continued for 12 h. The reaction mixture was filtered and concentrated. The residue was re-suspende... Reactants: CNC(/C(=N/OC)/C1=C(C=CC=C1)OC1=CC=CC=C1)=O ((E)-N-methyl-2-(2-phenoxyphenyl)2-methoxyiminoacetamide), [Cl-].[Al+3].[Cl-].[Cl-] (aluminium chloride), C(C)(C)(C)Cl (t-butyl chloride). Run in [N+](=O)([O-])C (nitromethane), O (water). Conditions: time 1 hour. Product: CNC(/C(=N/OC)/C1=C(C=CC=C1)OC1=CC=C(C=C1)C(C)(C)C)=O ((E)-N-methyl-2-[2-(4-t-butylphenoxy) phenyl]-2-methoxyiminoacetamide). The yield is 104.4%. As a reaction SMILES: [CH3:1][NH:2][C:3](=[O:21])/[C:4](/[C:8]1[CH:13]=[CH:12][CH:11]=[CH:10][C:9]=1[O:14][C:15]1[CH:20]=[CH:19][CH:18]=[CH:17][CH:16]=1)=[N:5]/[O:6][CH3:7].[Cl-].[Al+3].[Cl-].[Cl-].[C:26](Cl)([CH3:29])([CH3:28])[CH3:27]>[N+](C)([O-])=O.O>[CH3:1][NH:2][C:3](=[O:21])/[C:4](/[C:8]1[CH:13]=[CH:12][CH:11]=[CH:10][C:9]=1[O:14][C:15]1[CH:16]=[CH:17][C:18]([C:26]([CH3:29])([CH3:28])[CH3:27])=[CH:19][CH:20]=1)=[N:5]/[O:6][CH3:7] |f:1.2.3.4|. Procedure details: To a solution of (E)-N-methyl-2-(2-phenoxyphenyl)2-methoxyiminoacetamide (300 mg) in nitromethane (3 ml), aluminium chloride (423 mg) and t-butyl chloride (147 mg) were added, followed by stirring at room temperature for 1 hour. The reaction mixture was diluted with water and extracted with diethyl ether. The solvent was dried and evaporated, and the residue was purified by silica gel column chromatography with a mixture of hexane and ethyl acetate to give 375 mg of the objective compound. The reactants are NC1=CC=CC=C1 (aniline), NC(=O)N (urea), C12CN(CC(CC1)O2)C2=C1C(=NC(=N2)C2=CC=C(C=C2)NC(=O)NCC)N(N=C1)C1CCN(CC1)C(=O)OCC (ethyl 4-(4-(8-oxa-3-azabicyclo[3.2.1]octan-3-yl)-6-(4-(3-ethylureido)phenyl)-1H-pyrazolo[3,4-d]pyrimidin-1-yl)piperidine-1-carboxylate), NC1=CC=C(CCO)C=C1 (4-aminophenethylalcohol). Product: C12CN(CC(CC1)O2)C2=C1C(=NC(=N2)C2=CC=C(C=C2)NC(=O)NC2=CC=C(C=C2)CO)N(N=C1)CC (1-(4-(4-(8-oxa-3-azabicyclo[3.2.1]octan-3-yl)-1-ethyl-1H-pyrazolo[3,4-d]pyrimidin-6-yl)phenyl)-3-(4-(hydroxymethyl)phenyl)urea). RXN SMILES: N[C:2](N)=[O:3].[CH:5]12[O:12][CH:9]([CH2:10][CH2:11]1)[CH2:8][N:7]([C:13]1[N:18]=[C:17]([C:19]3[CH:24]=[CH:23][C:22]([NH:25][C:26]([NH:28][CH2:29][CH3:30])=[O:27])=[CH:21][CH:20]=3)[N:16]=[C:15]3[N:31]([CH:34]4[CH2:39]CN(C(OCC)=O)CC4)[N:32]=[CH:33][C:14]=13)[CH2:6]2.N[C:46]1[CH:54]=CC(CCO)=[CH:48][CH:47]=1.NC1C=CC=CC=1>>[CH:5]12[O:12][CH:9]([CH2:10][CH2:11]1)[CH2:8][N:7]([C:13]1[N:18]=[C:17]([C:19]3[CH:24]=[CH:23][C:22]([NH:25][C:26]([NH:28][C:29]4[CH:48]=[CH:47][C:46]([CH2:2][OH:3])=[CH:54][CH:30]=4)=[O:27])=[CH:21][CH:20]=3)[N:16]=[C:15]3[N:31]([CH2:34][CH3:39])[N:32]=[CH:33][C:14]=13)[CH2:6]2. Procedure: A urea formation procedure similar to that used for the synthesis of ethyl 4-(4-(8-oxa-3-azabicyclo[3.2.1]octan-3-yl)-6-(4-(3-ethylureido)phenyl)-1H-pyrazolo[3,4-d]pyrimidin-1-yl)piperidine-1-carboxylate is used, utilizing 4-aminophenethylalcohol as the aniline component. (89%, MS=514.2 (M+H)) Reactants: [Br-], C1CCOC1, CCCC[Mg+], CCOC(C)=O, [Cl-], [NH4+], O=C1CCCc2occc21. The product is CCCC=C1CCCc2occc21. Reaction SMILES: [Br-:16].[CH2:11]1[CH2:12][CH2:13][CH2:14][O:15]1.[CH2:17]([Mg+:18])[CH2:19][CH2:20][CH3:21].[CH3:24][CH2:25][O:26][C:27]([CH3:28])=[O:29].[Cl-:22].[NH4+:23].[O:1]=[C:2]1[CH2:3][CH2:4][CH2:5][c:6]2[o:7][cH:8][cH:9][c:10]21>>[C:2]1(=[CH:11][CH2:12][CH2:13][CH3:14])[CH2:3][CH2:4][CH2:5][c:6]2[o:7][cH:8][cH:9][c:10]21. The reactants are BrB(Br)Br, Cc1c(Nc2ccc(I)cc2F)c(NS(=O)(=O)C2CC2)c2n(c1=O)CCN2Cc1ccccc1, ClCCl. The product is Cc1c(Nc2ccc(I)cc2F)c(NS(=O)(=O)C2CC2)c2n(c1=O)CCN2. As a reaction SMILES: [B:35]([Br:36])([Br:37])[Br:38].[CH2:1]([c:2]1[cH:3][cH:4][cH:5][cH:6][cH:7]1)[N:8]1[CH2:9][CH2:10][n:11]2[c:12]1[c:13]([NH:28][S:29](=[O:30])(=[O:31])[CH:32]1[CH2:33][CH2:34]1)[c:14]([NH:19][c:20]1[c:21]([F:27])[cH:22][c:23]([I:26])[cH:24][cH:25]1)[c:15]([CH3:18])[c:16]2=[O:17].[Cl:39][CH2:40][Cl:41]>>[NH:8]1[CH2:9][CH2:10][n:11]2[c:12]1[c:13]([NH:28][S:29](=[O:30])(=[O:31])[CH:32]1[CH2:33][CH2:34]1)[c:14]([NH:19][c:20]1[c:21]([F:27])[cH:22][c:23]([I:26])[cH:24][cH:25]1)[c:15]([CH3:18])[c:16]2=[O:17]. Reactants: ClC1=NC(=NC=C1[N+](=O)[O-])C1CC1 (4-Chloro-2-cyclopropyl-5-nitro-pyrimidine), Cl.C(C)OC(C[C@H](C1=CC=CC=C1)N)=O ((R)-3-Amino-3-phenyl-propionic acid ethyl ester hydro chloride), CCN(C(C)C)C(C)C (DIPEA). Solvent: C(C)(=O)OCC (ethyl acetate), CN(C)C=O (DMF). Reaction conditions: time 1 hour. Yields the product C(C)OC(C[C@H](C1=CC=CC=C1)NC1=NC(=NC=C1[N+](=O)[O-])C1CC1)=O ((R)-3-(2-Cyclopropyl-5-nitro-pyrimidin-4-ylamino)-3-phenyl-propionic acid ethyl ester). Reaction SMILES: Cl[C:2]1[C:7]([N+:8]([O-:10])=[O:9])=[CH:6][N:5]=[C:4]([CH:11]2[CH2:13][CH2:12]2)[N:3]=1.Cl.[CH2:15]([O:17][C:18](=[O:28])[CH2:19][C@@H:20]([NH2:27])[C:21]1[CH:26]=[CH:25][CH:24]=[CH:23][CH:22]=1)[CH3:16].CCN(C(C)C)C(C)C>CN(C=O)C.C(OCC)(=O)C>[CH2:15]([O:17][C:18](=[O:28])[CH2:19][C@@H:20]([NH:27][C:2]1[C:7]([N+:8]([O-:10])=[O:9])=[CH:6][N:5]=[C:4]([CH:11]2[CH2:13][CH2:12]2)[N:3]=1)[C:21]1[CH:22]=[CH:23][CH:24]=[CH:25][CH:26]=1)[CH3:16] |f:1.2|. Reported procedure: To a solution of 4-Chloro-2-cyclopropyl-5-nitro-pyrimidine (597 mg, 3 mmol) in DMF (10 ml) was added (R)-3-Amino-3-phenyl-propionic acid ethyl ester hydro chloride (582 mg, 3 mmol). The mixture was stirred on ice for 5 minutes the DIPEA (580 mg, 4.5 mmol) was added. The solution was stirred at room temperature for one hour. TLC showed disappearance of the starting material. The reaction mixture was diluted with ethyl acetate, washed with water, dried over MgSO4, filtered, evaporated to dryness t...